From a dataset of the Open Reaction Database (ORD), a public repository of structured organic reaction records. describe an organic reaction: reactants, conditions, products, and yield Reactants: N#Cc1ccc(Cl)cc1, OCC(F)(F)C(F)F, [H-], [Na+]. Yields the product N#Cc1ccc(OCC(F)(F)C(F)F)cc1. RXN SMILES: [Cl:1][c:2]1[cH:3][cH:4][c:5]([C:6]#[N:7])[cH:8][cH:9]1.[F:10][C:11]([CH2:12][OH:13])([CH:14]([F:15])[F:16])[F:17].[H-:18].[Na+:19]>>[c:2]1([O:13][CH2:12][C:11]([F:10])([CH:14]([F:15])[F:16])[F:17])[cH:3][cH:4][c:5]([C:6]#[N:7])[cH:8][cH:9]1. Starting materials: CCOC(=O)C(N)CS, CCN(C(C)C)C(C)C, CCO, Cl, COc1cc(C=O)ccc1O, O. Yields the product CCOC(=O)C1CSC(c2ccc(O)c(OC)c2)N1. Reaction SMILES: [CH2:13]([CH3:14])[O:15][C:16]([CH:17]([NH2:18])[CH2:19][SH:20])=[O:21].[CH2:22]([N:23]([CH:24]([CH3:25])[CH3:26])[CH:27]([CH3:28])[CH3:29])[CH3:30].[CH3:32][CH2:33][OH:34].[ClH:12].[O:1]=[CH:2][c:3]1[cH:4][c:5]([O:6][CH3:7])[c:8]([OH:9])[cH:10][cH:11]1.[OH2:31]>>[CH:2]1([c:3]2[cH:4][c:5]([O:6][CH3:7])[c:8]([OH:9])[cH:10][cH:11]2)[NH:18][CH:17]([C:16]([O:15][CH2:13][CH3:14])=[O:21])[CH2:19][S:20]1. Reactants: COC=1C=C2C=3CSC4=C(C3N(C2=CC1)CCN(C)C)C=CC=C4 ([2-(8-methoxy-6H-5-thia-11-aza-benzo[a]fluoren-11-yl)-ethyl]-dimethyl-amine), Cl.N1=CC=CC=C1 (Pyridine HCl). Conditions: temperature 210 celsius. The product is CN(CCN1C2=CC=C(C=C2C=2CSC3=C(C12)C=CC=C3)O)C (11-(2-Dimethylamino-ethyl)-6,11-dihydro-5-thia-11-aza-benzo[a]fluoren-8-ol). Reaction SMILES: C[O:2][C:3]1[CH:4]=[C:5]2[C:13](=[CH:14][CH:15]=1)[N:12]([CH2:16][CH2:17][N:18]([CH3:20])[CH3:19])[C:11]1[C:10]3[CH:21]=[CH:22][CH:23]=[CH:24][C:9]=3[S:8][CH2:7][C:6]2=1.Cl.N1C=CC=CC=1>>[CH3:19][N:18]([CH3:20])[CH2:17][CH2:16][N:12]1[C:11]2[C:10]3[CH:21]=[CH:22][CH:23]=[CH:24][C:9]=3[S:8][CH2:7][C:6]=2[C:5]2[C:13]1=[CH:14][CH:15]=[C:3]([OH:2])[CH:4]=2 |f:1.2|. Procedure: A mixture of [2-(8-methoxy-6H-5-thia-11-aza-benzo[a]fluoren-11-yl)-ethyl]-dimethyl-amine (800 mg, 2.39 mmol) and Pyridine HCl (3.01 g, 23.7 mmol, 10 eq.) was heated to 210° C. for 30 minutes. The reaction mixture was then partitioned between EtOAc and saturated NaHCO3 aqueous solution. The aqueous layer was extracted three times with EtOAc. The combined organic layer was washed with brine, dried over anhydrous Na2SO4, filtered and concentrated to yield a crude material. The crude material was pu... Reactants: CS(=O)(=O)N1CCC(=CC1)C=1C=C2C(=CN1)O[C@H](C2)C2CCNCC2 ((R)-5-(1-methanesulfonyl-1,2,3,6-tetrahydro-pyridin-4-yl)-2-piperidin-4-yl-2,3-dihydro-furo[2,3-c]pyridine), Intermediate 39, ClC1=NC=C(C=N1)C1CC1 (2-chloro-5-cyclopropyl-pyrimidine). Product: C1(CC1)C=1C=NC(=NC1)N1CCC(CC1)[C@H]1CC=2C(=CN=C(C2)C=2CCN(CC2)S(=O)(=O)C)O1 ((R)-2-[1-(5-Cyclopropyl-pyrimidin-2-yl)-piperidin-4-yl]-5-(1-methanesulfonyl-1,2,3,6-tetrahydro-pyridin-4-yl)-2,3-dihydro-furo[2,3-c]pyridine). RXN SMILES: [CH3:1][S:2]([N:5]1[CH2:10][CH:9]=[C:8]([C:11]2[CH:12]=[C:13]3[CH2:19][C@H:18]([CH:20]4[CH2:25][CH2:24][NH:23][CH2:22][CH2:21]4)[O:17][C:14]3=[CH:15][N:16]=2)[CH2:7][CH2:6]1)(=[O:4])=[O:3].Cl[C:27]1[N:32]=[CH:31][C:30]([CH:33]2[CH2:35][CH2:34]2)=[CH:29][N:28]=1>>[CH:33]1([C:30]2[CH:29]=[N:28][C:27]([N:23]3[CH2:24][CH2:25][CH:20]([C@@H:18]4[O:17][C:14]5=[CH:15][N:16]=[C:11]([C:8]6[CH2:9][CH2:10][N:5]([S:2]([CH3:1])(=[O:3])=[O:4])[CH2:6][CH:7]=6)[CH:12]=[C:13]5[CH2:19]4)[CH2:21][CH2:22]3)=[N:32][CH:31]=2)[CH2:35][CH2:34]1. Procedure details: The title compound is prepared from (R)-5-(1-methanesulfonyl-1,2,3,6-tetrahydro-pyridin-4-yl)-2-piperidin-4-yl-2,3-dihydro-furo[2,3-c]pyridine (Intermediate 39, the configuration of the stereocenter is arbitrarily assigned) and 2-chloro-5-cyclopropyl-pyrimidine following a procedure analogous to that described for Example 79. LC (method 10): tR=1.61 min; Mass spectrum (ESI+): m/z=482 [M+H]+. The reactants are ClC=1C=C(OC=2N=CC3=C(N2)OC(=N3)C3=CC(=C(OC2CC(C2)C(=O)OCC2=CC=CC=C2)C(=C3)C)C)C=CC1 (benzyl 3-{4-[5-(3-chlorophenoxy)oxazolo[5,4-d]pyrimidin-2-yl]-2,6-dimethylphenoxy}cyclobutanecarboxylate). Reagents/catalysts: [Pd] (palladium on carbon). Solvent: C(C)(=O)OCC (ethyl acetate). Conditions: time 5 hour. Yields the product ClC=1C=C(OC=2N=CC3=C(N2)OC(=N3)C3=CC(=C(OC2CC(C2)C(=O)O)C(=C3)C)C)C=CC1 (3-{4-[5-(3-Chlorophenoxy)oxazolo[5,4-d]pyrimidin-2-yl]-2,6-dimethylphenoxy}cyclobutanecarboxylic acid). Yield: 31.0%. Reaction SMILES: [Cl:1][C:2]1[CH:3]=[C:4]([CH:38]=[CH:39][CH:40]=1)[O:5][C:6]1[N:7]=[CH:8][C:9]2[N:14]=[C:13]([C:15]3[CH:35]=[C:34]([CH3:36])[C:18]([O:19][CH:20]4[CH2:23][CH:22]([C:24]([O:26]CC5C=CC=CC=5)=[O:25])[CH2:21]4)=[C:17]([CH3:37])[CH:16]=3)[O:12][C:10]=2[N:11]=1>C(OCC)(=O)C.[Pd]>[Cl:1][C:2]1[CH:3]=[C:4]([CH:38]=[CH:39][CH:40]=1)[O:5][C:6]1[N:7]=[CH:8][C:9]2[N:14]=[C:13]([C:15]3[CH:35]=[C:34]([CH3:36])[C:18]([O:19][CH:20]4[CH2:23][CH:22]([C:24]([OH:26])=[O:25])[CH2:21]4)=[C:17]([CH3:37])[CH:16]=3)[O:12][C:10]=2[N:11]=1. Procedure details: 77 mg of benzyl 3-{4-[5-(3-chlorophenoxy)oxazolo[5,4-d]pyrimidin-2-yl]-2,6-dimethylphenoxy}cyclobutanecarboxylate were dissolved in 4.4 ml of ethyl acetate, 2.5 mg of palladium on carbon (5%) were added and the mixture was hydrogenated at 3 bar and room temperature. After 5 h, the catalyst was filtered off. The filtrate was concentrated, and purification by preparative HPLC gave 20 mg (32%) of the title compound.